The task is: describe an organic reaction: reactants, conditions, products, and yield. This data is from the Open Reaction Database (ORD), a public repository of structured organic reaction records. RXN SMILES: [CH:1]1([CH2:4][O:5][C:6]2[CH:15]=[N:14][C:13]3[C:12](=O)[N:11]=[CH:10][NH:9][C:8]=3[CH:7]=2)[CH2:3][CH2:2]1.C(N(C(C)C)CC)(C)C.P(Cl)(Cl)([Cl:28])=O>C1(C)C=CC=CC=1>[Cl:28][C:12]1[C:13]2[N:14]=[CH:15][C:6]([O:5][CH2:4][CH:1]3[CH2:3][CH2:2]3)=[CH:7][C:8]=2[N:9]=[CH:10][N:11]=1. Starting materials: C(C)(C)N(CC)C(C)C (diisopropylethylamine), P(=O)(Cl)(Cl)Cl (phosphorus oxychloride), C1(CC1)COC1=CC=2NC=NC(C2N=C1)=O (7-(cyclopropylmethoxy)pyrido[3,2-d]pyrimidin-4(1H)-one). The product is ClC=1C2=C(N=CN1)C=C(C=N2)OCC2CC2 (4-chloro-7-(cyclopropylmethoxy)pyrido[3,2-d]pyrimidine). Run in C1(=CC=CC=C1)C (Toluene). Run at temperature 130 celsius. Reported procedure: To a mixture of 7-(cyclopropylmethoxy)pyrido[3,2-d]pyrimidin-4(1H)-one (50 mg, 0.230 mmol) in Toluene (1.6 ml) were added diisopropylethylamine (122 μl, 0.702 mmol) and phosphorus oxychloride (65.3 μl, 0.714 mmol). The resulting reaction mixture was refluxed at 130° C. for 15 min. It was concentrated and the residue was dissolved in DCM and neutralized with sat. NaHCO3 until PH=6-7. The mixture was passed through silica plug. The filtrate was diluted with water and extracted with DCM for three t... Reaction SMILES: C[N:2]([CH2:4][C:5]1[CH:10]=[CH:9][CH:8]=[C:7]([Cl:11])[CH:6]=1)[NH2:3].C(OC(=O)C=[C:17]([NH2:21])OCC)C.[C:23]1(C)C=CC(S(O)(=O)=O)=CC=1.[CH2:34]([OH:36])[CH3:35]>>[NH2:21][C:17]1[NH:3][N:2]([CH2:4][C:5]2[CH:10]=[CH:9][C:8]([CH3:23])=[C:7]([Cl:11])[CH:6]=2)[C:34](=[O:36])[CH:35]=1. Procedure: 50 g of 4 methyl-3-chlorobenzylhydrazine were added dropwise, under nitrogen, to a solution of 46.7 g of β-amino-β-ethoxyacrylic acid ethyl ester and 1.5 g of p-toluene-sulphonic acid in 200 ml of ethanol. After stirring for a further two hours, the compound identified above precipitated. It was filtered off and recrystallised from ethanol. Melting point: 130°-131°, 35 g (50%). Reactants: 4, CN(N)CC1=CC(=CC=C1)Cl (methyl-3-chlorobenzylhydrazine), C(C)OC(C=C(OCC)N)=O (β-amino-β-ethoxyacrylic acid ethyl ester), C1(=CC=C(C=C1)S(=O)(=O)O)C (p-toluene-sulphonic acid), C(C)O (ethanol). Product: NC=1NN(C(C1)=O)CC1=CC(=C(C=C1)C)Cl (3-Amino-1-(3-chloro-4-methylbenzyl)-pyrazol-5-one). Conditions: time 2 hour.